This data is from the Open Reaction Database (ORD), a public repository of structured organic reaction records. The task is: describe an organic reaction: reactants, conditions, products, and yield As a reaction SMILES: [Li][CH2:2][CH2:3][CH2:4][CH3:5].CCCCCC.C([N:14]1[C:22]2[C:17](=[CH:18][CH:19]=[CH:20][CH:21]=2)[C:16]2[C:23]3[C:28](CC1=2)=[CH:27][CH:26]=[CH:25][CH:24]=3)C.[C:30]([NH:34][Si:35]([CH3:38])([CH3:37])Cl)([CH3:33])([CH3:32])[CH3:31]>CCOCC>[CH3:37][SiH:35]([N:34]([CH2:2][CH2:3][CH:4]1[C:5]2[NH:14][C:22]3[C:17]([C:16]=2[C:23]2[C:24]1=[CH:25][CH:26]=[CH:27][CH:28]=2)=[CH:18][CH:19]=[CH:20][CH:21]=3)[C:30]([CH3:33])([CH3:32])[CH3:31])[CH3:38]. Yield: 63.1%. Run at time 2 hour. The reactants are C(C)(C)(C)N[Si](Cl)(C)C ((tert-butylamino)dimethylchlorosilane), [Li]CCCC (n-BuLi), CCCCCC (hexane), C(C)N1C2=C(C3=CC=CC=C13)C1=CC=CC=C1C2 (N-ethyl-5,6-dihydroindeno[2,1-b]indole), final mixture. Run in CCOCC (Et2O), CCOCC (Et2O). Procedure details: 8.02 mL of n-BuLi 2.5 M in hexane (20.04 mmol) were added dropwise at 0° C. to a solution of 4.30 g of N-ethyl-5,6-dihydroindeno[2,1-b]indole (Mw=233.31, purity 98.9%, 18.22 mmol) in Et2O. At the end of the addition, the reaction mixture was allowed to warm up to room temperature and stirred for two hours. The dark brown solution obtained was added at 0° C. to a solution of 4.32 g of (tert-butylamino)dimethylchlorosilane (Mw=165.74, purity 83.7% wt., d=0.887, 21.86 mmol) in Et2O. The final mixtu... Product: C[SiH](C)N(C(C)(C)C)CCC1C2=CC=CC=C2C2=C1NC1=CC=CC=C21 (6-[Dimethylsilyl(tert-butylamino)]ethyl-5,6-dihydro indeno[2,1-b]indole).